This data is from the Open Reaction Database (ORD), a public repository of structured organic reaction records. The task is: describe an organic reaction: reactants, conditions, products, and yield The reactants are [BH4-], O=C([O-])[O-], C1CCOC1, CO, COc1ccc2[nH]cc(C=O)c2c1, [K+], [K+], [Na+], O. Product: COc1ccc2[nH]cc(CO)c2c1. Reaction SMILES: [BH4-:1].[C:24](=[O:25])([O-:26])[O-:27].[CH2:18]1[O:19][CH2:20][CH2:21][CH2:22]1.[CH3:16][OH:17].[CH3:3][O:4][c:5]1[cH:6][c:7]2[c:8]([CH:14]=[O:15])[cH:9][nH:10][c:11]2[cH:12][cH:13]1.[K+:28].[K+:29].[Na+:2].[OH2:23]>>[CH3:3][O:4][c:5]1[cH:6][c:7]2[c:8]([CH2:14][OH:15])[cH:9][nH:10][c:11]2[cH:12][cH:13]1.